The task is: describe an organic reaction: reactants, conditions, products, and yield. This data is from the Open Reaction Database (ORD), a public repository of structured organic reaction records. The reactants are COCC(C)N, O=C(O)c1ccc(C(=O)Nc2ccc(Cl)c(-c3ccccn3)c2)c(Cl)c1. Product: COCC(C)NC(=O)c1ccc(C(=O)Nc2ccc(Cl)c(-c3ccccn3)c2)c(Cl)c1. Reaction SMILES: [CH3:27][O:28][CH2:29][CH:30]([CH3:31])[NH2:32].[Cl:1][c:2]1[cH:3][c:4]([C:5](=[O:6])[OH:7])[cH:8][cH:9][c:10]1[C:11]([NH:12][c:13]1[cH:14][c:15](-[c:20]2[n:21][cH:22][cH:23][cH:24][cH:25]2)[c:16]([Cl:19])[cH:17][cH:18]1)=[O:26]>>[Cl:1][c:2]1[cH:3][c:4]([C:5](=[O:6])[NH:32][CH:30]([CH2:29][O:28][CH3:27])[CH3:31])[cH:8][cH:9][c:10]1[C:11]([NH:12][c:13]1[cH:14][c:15](-[c:20]2[n:21][cH:22][cH:23][cH:24][cH:25]2)[c:16]([Cl:19])[cH:17][cH:18]1)=[O:26]. The reactants are ClC1=CC(=CC=C1)C(=O)OO (m-Chloroperbenzoic acid), S1C(=CC=C1)CSC1=NC=C(C=N1)Br (2-(2-thienylmethylthio)-5-bromopyrimidine). The solvent is ClCCl (dichloromethane). Reaction conditions: time 18 hour. The product is S1C(=CC=C1)CS(=O)C1=NC=C(C=N1)Br (2-(2-Thienylmethyl)sulfinyl-5-bromopyrimidine). Isolated yield 53.0%. RXN SMILES: ClC1C=CC=C(C(OO)=[O:9])C=1.[S:12]1[CH:16]=[CH:15][CH:14]=[C:13]1[CH2:17][S:18][C:19]1[N:24]=[CH:23][C:22]([Br:25])=[CH:21][N:20]=1>ClCCl>[S:12]1[CH:16]=[CH:15][CH:14]=[C:13]1[CH2:17][S:18]([C:19]1[N:24]=[CH:23][C:22]([Br:25])=[CH:21][N:20]=1)=[O:9]. Reported procedure: 85% m-Chloroperbenzoic acid (1.5 mmol) was added to a solution of 2-(2-thienylmethylthio)-5-bromopyrimidine (1.5 mmol) in dichloromethane (25 ml) at -10° C. and the solution left at 0° C. for 18 h. The dichloromethane solution was then washed with saturated aqueous solutions of Na2SO and NaHCO3, and the dried (MgSO4) solution evaporated to leave the title compound; yield 53%, m.p. 108°-109° C. (iPrOH). 1H NMR (CDCl3) δ4.53 (CH2, 6.9 (H-3', H-4'), 7.16 (H-5'), 8.83 (H-4, H-6). Starting materials: [N+](=O)([O-])C[C@@]1([C@H]2C=C(C[C@H]2C1)C(C)CC)CC(=O)OC(C)(C)C (Tert-butyl(±)-[(1S,5R,6R)-6-(nitromethyl)-3-sec-butylbicyclo[3.2.0]hept-3-en-6-yl]acetate), [Cl-].[NH4+] (ammonium chloride), solution. The reagents and catalysts are [Fe] (iron). Solvent: C(C)O (ethanol). Reaction conditions: time 4.5 hour. The product is NC[C@@]1([C@H]2C=C(C[C@H]2C1)C(C)CC)CC(=O)OC(C)(C)C (Tert-butyl(±)-[(1S,5R,6R)-6-aminomethyl-3-sec-butylbicyclo[3.2.0]hept-3-en-6-yl]acetate). Reaction SMILES: [N+:1]([CH2:4][C@@:5]1([CH2:16][C:17]([O:19][C:20]([CH3:23])([CH3:22])[CH3:21])=[O:18])[CH2:11][C@H:10]2[C@@H:6]1[CH:7]=[C:8]([CH:12]([CH2:14][CH3:15])[CH3:13])[CH2:9]2)([O-])=O.[Cl-].[NH4+]>C(O)C.[Fe]>[NH2:1][CH2:4][C@@:5]1([CH2:16][C:17]([O:19][C:20]([CH3:22])([CH3:21])[CH3:23])=[O:18])[CH2:11][C@H:10]2[C@@H:6]1[CH:7]=[C:8]([CH:12]([CH2:14][CH3:15])[CH3:13])[CH2:9]2 |f:1.2|. Procedure details: Tert-butyl(±)-[(1S,5R,6R)-6-(nitromethyl)-3-sec-butylbicyclo[3.2.0]hept-3-en-6-yl]acetate (3.28 g, 10.2 mmol) was dissolved in ethanol (60 mL). To the solution, iron powder (4.47 g, 80.0 mmol) and then an aqueous ammonium chloride (0.54 g, 10.0 mmol) solution (20 mL) were added, and the mixture was stirred for 4.5 hours under heating to reflux. The mixture was allowed to cool and then filtered through Celite to remove insoluble matter. The solution was concentrated, and the residue was diluted w... Starting materials: NC1=CC(=C(C(=O)NCC2CCN(CC2)CCCCCN)C=C1Cl)OC (4-Amino-N-(1-(5-aminopentyl)piperidin-4-ylmethyl)-5-chloro-2-methoxybenzamide), C1(CCCCC1)=O (cyclohexanone), C(#N)[BH3-].[Na+] (sodium cyanoborohydride). Yields the product NC1=CC(=C(C(=O)NCC2CCN(CC2)CCCCCNC2CCCCC2)C=C1Cl)OC (4-amino-5-chloro-N-((1-(5-(cyclohexylamino)pentyl)piperidin-4-yl)methyl)-2-methoxybenzamide). RXN SMILES: [NH2:1][C:2]1[C:23]([Cl:24])=[CH:22][C:5]([C:6]([NH:8][CH2:9][CH:10]2[CH2:15][CH2:14][N:13]([CH2:16][CH2:17][CH2:18][CH2:19][CH2:20][NH2:21])[CH2:12][CH2:11]2)=[O:7])=[C:4]([O:25][CH3:26])[CH:3]=1.[C:27]1(=O)[CH2:32][CH2:31][CH2:30][CH2:29][CH2:28]1.C([BH3-])#N.[Na+]>>[NH2:1][C:2]1[C:23]([Cl:24])=[CH:22][C:5]([C:6]([NH:8][CH2:9][CH:10]2[CH2:11][CH2:12][N:13]([CH2:16][CH2:17][CH2:18][CH2:19][CH2:20][NH:21][CH:27]3[CH2:32][CH2:31][CH2:30][CH2:29][CH2:28]3)[CH2:14][CH2:15]2)=[O:7])=[C:4]([O:25][CH3:26])[CH:3]=1 |f:2.3|. Procedure: 4-Amino-N-(1-(5-aminopentyl)piperidin-4-ylmethyl)-5-chloro-2-methoxybenzamide (2.0 g) as starting compound, cyclohexanone (0.73 ml) and sodium cyanoborohydride (0.86 g) were reacted and treated in the same manner as in Example 136 to give 1.42 g of 4-amino-5-chloro-N-((1-(5-(cyclohexylamino)pentyl)piperidin-4-yl)methyl)-2-methoxybenzamide. The product is C(C)(C)C=1C(=CC=2C(CCC(C2C1)(C)C)(C)C)OC1=CC=C(C(=O)OC)C=C1 (methyl 4-(3-isopropyl-5,5,8,8-tetramethyl-5,6,7,8-tetrahydro-2-naphthyloxy)benzoate). RXN SMILES: [CH:1]([C:4]1[C:5]([OH:18])=[CH:6][C:7]2[C:8]([CH3:17])([CH3:16])[CH2:9][CH2:10][C:11]([CH3:15])([CH3:14])[C:12]=2[CH:13]=1)([CH3:3])[CH3:2].Br[C:20]1[CH:29]=[CH:28][C:23]([C:24]([O:26][CH3:27])=[O:25])=[CH:22][CH:21]=1>>[CH:1]([C:4]1[C:5]([O:18][C:20]2[CH:29]=[CH:28][C:23]([C:24]([O:26][CH3:27])=[O:25])=[CH:22][CH:21]=2)=[CH:6][C:7]2[C:8]([CH3:16])([CH3:17])[CH2:9][CH2:10][C:11]([CH3:15])([CH3:14])[C:12]=2[CH:13]=1)([CH3:3])[CH3:2]. Procedure: In a manner similar to Example 1(a) above, by the reaction of 2 g (8.1 mmol) of 3-isopropyl-5,5,8,8-tetramethyl-5,6,7,8-tetrahydro-2-naphthol with 1.45 g (6.7 mmol) of methyl 4-bromo-benzoate, 840 mg (33%) of the expected methyl ester of melting point 115-6° C. were obtained. The reactants are C(C)(C)C=1C(=CC=2C(CCC(C2C1)(C)C)(C)C)O (3-isopropyl-5,5,8,8-tetramethyl-5,6,7,8-tetrahydro-2-naphthol), BrC1=CC=C(C(=O)OC)C=C1 (methyl 4-bromo-benzoate), methyl ester. The reactants are C(C1=CC=CC=C1)OC=1C=C2[C@H]([C@@H](C(OC2=CC1)(C)C)O)N(S(=O)(=O)C)C ((±)-trans-N-(6-benzyloxy-3-hydroxy-2,2-dimethylchroman-4-yl)-N-methyl-methanesulfonamide), [H][H] (hydrogen). Reagents/catalysts: [Pd] (palladium/carbon). Solvent: C1CCOC1.CO (THF methanol). Yields the product OC1C(OC2=CC=C(C=C2C1N(S(=O)(=O)C)C)O)(C)C (N-(3,6-dihydroxy-2,2-dimethylchroman-4-yl)-N-methyl-methanesulfonamide). The yield is 89.3%. Reaction SMILES: C([O:8][C:9]1[CH:10]=[C:11]2[C:16](=[CH:17][CH:18]=1)[O:15][C:14]([CH3:20])([CH3:19])[C@@H:13]([OH:21])[C@@H:12]2[N:22]([CH3:27])[S:23]([CH3:26])(=[O:25])=[O:24])C1C=CC=CC=1.[H][H]>C1COCC1.CO.[Pd]>[OH:21][CH:13]1[CH:12]([N:22]([CH3:27])[S:23]([CH3:26])(=[O:24])=[O:25])[C:11]2[C:16](=[CH:17][CH:18]=[C:9]([OH:8])[CH:10]=2)[O:15][C:14]1([CH3:20])[CH3:19] |f:2.3|. Procedure: 1.0 g (2.6 mmol) of (±)-trans-N-(6-benzyloxy-3-hydroxy-2,2-dimethylchroman-4-yl)-N-methyl-methanesulfonamide (Example 1) was hydrogenated in 100 ml of THF/methanol (1:1) in the presence of palladium/carbon until the uptake of hydrogen had ended. The catalyst was filtered off and the filtrate was concentrated, giving 0.7 g of N-(3,6-dihydroxy-2,2-dimethylchroman-4-yl)-N-methyl-methanesulfonamide; m.p. 204-206° C.